This data is from the Open Reaction Database (ORD), a public repository of structured organic reaction records. The task is: describe an organic reaction: reactants, conditions, products, and yield Starting materials: O=C1NC(=O)C2(CC(C(=O)Cl)Oc3ccc(F)cc32)N1, COc1cc(C=CC(=O)N2CCN(CCN)CC2)cc(OC)c1OC. The product is COc1cc(C=CC(=O)N2CCN(CCNC(=O)C3CC4(NC(=O)NC4=O)c4cc(F)ccc4O3)CC2)cc(OC)c1OC. Reaction SMILES: [F:26][c:27]1[cH:28][c:29]2[c:34]([cH:35][cH:36]1)[O:33][CH:32]([C:37](=[O:38])[Cl:39])[CH2:31][C:30]21[NH:40][C:41](=[O:45])[NH:42][C:43]1=[O:44].[NH2:1][CH2:2][CH2:3][N:4]1[CH2:5][CH2:6][N:7]([C:10]([CH:11]=[CH:12][c:13]2[cH:14][c:15]([O:23][CH3:24])[c:16]([O:21][CH3:22])[c:17]([O:19][CH3:20])[cH:18]2)=[O:25])[CH2:8][CH2:9]1>>[NH:1]([CH2:2][CH2:3][N:4]1[CH2:5][CH2:6][N:7]([C:10]([CH:11]=[CH:12][c:13]2[cH:14][c:15]([O:23][CH3:24])[c:16]([O:21][CH3:22])[c:17]([O:19][CH3:20])[cH:18]2)=[O:25])[CH2:8][CH2:9]1)[C:37]([CH:32]1[CH2:31][C:30]2([c:29]3[cH:28][c:27]([F:26])[cH:36][cH:35][c:34]3[O:33]1)[NH:40][C:41](=[O:45])[NH:42][C:43]2=[O:44])=[O:38]. Reactants: OC1(C2=C(CCC3=C1N=C(S3)C)C=C(C=C2)C)C=2C(NC(N(C2)C)=O)=O ((±)-5-[9,10-Dihydro-4-hydroxy-2,7-dimethyl-4H-benzo[5,6]cyclohepta[1,2-d]thiazol-4-yl]-1-methyl-2,4(1H,3H)-pyrimidinedione). Solvent: C(C)(=O)O (acetic acid). The product is CN1C(NC(C(=C1)C1C2=C(C=CC3=C1N=C(S3)C)C=C(C=C2)C)=O)=O ((±)-1-Methyl-5-[2,7-dimethyl-4H-benzo[5,6]cyclohepta[1,2-d]thiazol-4-yl]-2,4(1H,3H)-pyrimidinedione). As a reaction SMILES: O[C:2]1([C:18]2[C:19](=[O:26])[NH:20][C:21](=[O:25])[N:22]([CH3:24])[CH:23]=2)[C:8]2[N:9]=[C:10]([CH3:12])[S:11][C:7]=2[CH2:6][CH2:5][C:4]2[CH:13]=[C:14]([CH3:17])[CH:15]=[CH:16][C:3]1=2>C(O)(=O)C>[CH3:24][N:22]1[CH:23]=[C:18]([CH:2]2[C:8]3[N:9]=[C:10]([CH3:12])[S:11][C:7]=3[CH:6]=[CH:5][C:4]3[CH:13]=[C:14]([CH3:17])[CH:15]=[CH:16][C:3]2=3)[C:19](=[O:26])[NH:20][C:21]1=[O:25]. Procedure details: A solution of the product from example 18 step (iii) (0.111 g) in glacial acetic acid (5 ml) was stirred at 100° C. for 3 h and evaporated. Purification of the residue was by flash chromatography, eluting with 40% acetone in isohexane to give the title compound. Starting materials: ClCCl (dichloro methane), C(C)O (ethanol), Cl (hydrogen chloride), C(#N)CC1CC(N1CC1=C(C=C(C=C1)OC)OC)=O (4-cyanomethyl-1-(2,4-dimethoxy-benzyl)-2-azetidinone), Cl (hydrochloric acid), CCOCC (ether). Reaction conditions: time 8 hour. The product is COC1=C(CN2C(CC2=O)CC(=O)OCC)C=CC(=C1)OC (ethyl [1-(2,4-dimethoxy-benzyl)-4-oxo-2-azetidinyl]-acetate). The yield is 8.2%. As a reaction SMILES: [C:1]([CH2:3][CH:4]1[N:7]([CH2:8][C:9]2[CH:14]=[CH:13][C:12]([O:15][CH3:16])=[CH:11][C:10]=2[O:17][CH3:18])[C:6](=[O:19])[CH2:5]1)#N.ClCCl.[CH2:23]([OH:25])[CH3:24].Cl.CC[O:29]CC>>[CH3:18][O:17][C:10]1[CH:11]=[C:12]([O:15][CH3:16])[CH:13]=[CH:14][C:9]=1[CH2:8][N:7]1[C:6](=[O:19])[CH2:5][CH:4]1[CH2:3][C:1]([O:25][CH2:23][CH3:24])=[O:29]. Procedure details: To a solution of 5.2 g (20 millimoles) of 4-cyanomethyl-1-(2,4-dimethoxy-benzyl)-2-azetidinone prepared according to the preceding paragraph in 40 ml of anhydrous ether and 40 ml of anhydrous dichloro methane 1.24 ml (21.2 millimoles) of ethanol are added and into the solution gaseous hydrogen chloride developed from 80 ml of concentrated aqueous hydrochloric acid is introduced under stirring and ice-cooling. The mixture is allowed to stand in a refrigerator overnight, the solution is evaporated... The reactants are C(C1=CC=CC=C1)(=O)O[C@@H]1C(C2=CC=C3[C@@H]4CC[C@H]([C@H](C)O[Si](C)(C)C(C)(C)C)[C@]4(CC[C@@H]3[C@]2(CC1)C)C)(C)C ((3β,20S)-20-[[(1,1-dimethylethyl)dimethylsilyl]oxy]-4,4-dimethylpregna-5,7-dien-3-ol benzoate), C1(=CC=CC=C1)C (toluene), Cl (hydrochloric acid), C(O)([O-])=O.[Na+] (sodium hydrogen carbonate). Solvent: C(C)O (ethanol). Yields the product C(C1=CC=CC=C1)(=O)O[C@@H]1C([C@@H]2CCC=3C4=CC[C@H]([C@H](C)O)[C@]4(CCC3[C@]2(CC1)C)C)(C)C ((3β,5α,20S)-4,4-dimethylpregna-8,14-diene-3,20-diol 3-benzoate), C(C1=CC=CC=C1)(=O)O[C@@H]1C([C@@H]2C=CC3=C4CC[C@H]([C@H](C)O)[C@]4(CC[C@@H]3[C@]2(CC1)C)C)(C)C ((3β,5α,20S)-4,4-dimethylpregna-6,8(14)-diene-3,20-diol 3-benzoate). Reaction SMILES: [C:1]([O:9][C@H:10]1[CH2:36][CH2:35][C@@:34]2([CH3:37])[C:12](=[CH:13][CH:14]=[C:15]3[C@@H:33]2[CH2:32][CH2:31][C@@:30]2([CH3:38])[C@H:16]3[CH2:17][CH2:18][C@@H:19]2[C@@H:20]([O:22][Si](C(C)(C)C)(C)C)[CH3:21])[C:11]1([CH3:40])[CH3:39])(=[O:8])[C:2]1[CH:7]=[CH:6][CH:5]=[CH:4][CH:3]=1.C1(C)C=CC=CC=1.Cl.C(=O)([O-])O.[Na+]>C(O)C>[C:1]([O:9][C@H:10]1[CH2:36][CH2:35][C@@:34]2([CH3:37])[C@@H:12]([CH2:13][CH2:14][C:15]3[C:16]4[C@:30]([CH3:38])([CH2:31][CH2:32][C:33]=32)[C@@H:19]([C@@H:20]([OH:22])[CH3:21])[CH2:18][CH:17]=4)[C:11]1([CH3:39])[CH3:40])(=[O:8])[C:2]1[CH:7]=[CH:6][CH:5]=[CH:4][CH:3]=1.[C:1]([O:9][C@H:10]1[CH2:36][CH2:35][C@@:34]2([CH3:37])[C@@H:12]([CH:13]=[CH:14][C:15]3[C@@H:33]2[CH2:32][CH2:31][C@@:30]2([CH3:38])[C:16]=3[CH2:17][CH2:18][C@@H:19]2[C@@H:20]([OH:22])[CH3:21])[C:11]1([CH3:39])[CH3:40])(=[O:8])[C:2]1[CH:3]=[CH:4][CH:5]=[CH:6][CH:7]=1 |f:3.4|. Procedure details: xii)—A mixture of compound 12a (36.6 g), toluene (91 ml), ethanol (622 ml; 96%) and concentrated hydrochloric acid (91 ml) was heated under reflux for 4 h. The mixture was cooled and poured into a saturated aqueous solution of sodium hydrogen carbonate (1 l). The product was extracted into ethyl acetate, the combined organic phases were washed with a saturated aqueous solution of sodium hydrogen carbonate and with brine, dried over sodium sulfate, and concentrated under reduced pressure. Column ...